From a dataset of the Open Reaction Database (ORD), a public repository of structured organic reaction records. describe an organic reaction: reactants, conditions, products, and yield Starting materials: CC1=CC=C(C=C1)B(O)O (4-methylphenylboronic acid), ClC1=NC=NC(=C1C)Cl (4,6-dichloro-5-methylpyrimidine), ClC1=NC=NC(=C1C)C1=CC=C(C=C1)C(F)(F)F (4-Chloro-5-methyl-6-[4-(trifluoromethyl)phenyl]pyrimidine). Product: ClC1=NC=NC(=C1C)C1=CC=C(C=C1)C (4-Chloro-5-methyl-6-(4-methylphenyl)pyrimidine). As a reaction SMILES: CC1C=CC(B(O)O)=CC=1.ClC1C(C)=C(Cl)N=CN=1.[Cl:20][C:21]1[C:26]([CH3:27])=[C:25]([C:28]2[CH:33]=[CH:32][C:31]([C:34](F)(F)F)=[CH:30][CH:29]=2)[N:24]=[CH:23][N:22]=1>>[Cl:20][C:21]1[C:26]([CH3:27])=[C:25]([C:28]2[CH:33]=[CH:32][C:31]([CH3:34])=[CH:30][CH:29]=2)[N:24]=[CH:23][N:22]=1. Procedure details: Prepared from 4-methylphenylboronic acid and and 4,6-dichloro-5-methylpyrimidine using the procedure described for Intermediate 62. Reactants: NC1=CC=C(OC2=C3C4=C(C(NC3=NC=C2)=O)C=CC=C4)C=C1 (1-(4-Amino-phenoxy)-5H-benzo[c][1,8]naphthyridin-6-one), ClC(COC(NC=1N(N=C(C1)C(C)(C)C)C=1C=C(C=CC1)C)=O)(Cl)Cl ((5-tert-butyl-2-m-tolyl-2H-pyrazol-3-yl)-carbamic acid 2,2,2-trichloro-ethyl ester), CCN(C(C)C)C(C)C (DIEA). The solvent is CS(=O)C (DMSO), O.CCOC(=O)C (H2O EtOAc). Run at temperature 60 celsius, time 8 hour. The product is C(C)(C)(C)C=1C=C(N(N1)C=1C=C(C=CC1)C)NC(=O)NC1=CC=C(C=C1)OC1=C2C3=C(C(NC2=NC=C1)=O)C=CC=C3 (1-(5-tert-Butyl-2-m-tolyl-2H-pyrazol-3-yl)-3-[4-(6-oxo-5,6-dihydro-benzo[c][1,8]naphthyridin-1-yloxy)-phenyl]-urea). The yield is 24.6%. RXN SMILES: [NH2:1][C:2]1[CH:23]=[CH:22][C:5]([O:6][C:7]2[CH:16]=[CH:15][N:14]=[C:13]3[C:8]=2[C:9]2[CH:21]=[CH:20][CH:19]=[CH:18][C:10]=2[C:11](=[O:17])[NH:12]3)=[CH:4][CH:3]=1.ClC(Cl)(Cl)C[O:27][C:28](=O)[NH:29][C:30]1[N:31]([C:39]2[CH:40]=[C:41]([CH3:45])[CH:42]=[CH:43][CH:44]=2)[N:32]=[C:33]([C:35]([CH3:38])([CH3:37])[CH3:36])[CH:34]=1.CCN(C(C)C)C(C)C>CS(C)=O.O.CCOC(C)=O>[C:35]([C:33]1[CH:34]=[C:30]([NH:29][C:28]([NH:1][C:2]2[CH:23]=[CH:22][C:5]([O:6][C:7]3[CH:16]=[CH:15][N:14]=[C:13]4[C:8]=3[C:9]3[CH:21]=[CH:20][CH:19]=[CH:18][C:10]=3[C:11](=[O:17])[NH:12]4)=[CH:4][CH:3]=2)=[O:27])[N:31]([C:39]2[CH:40]=[C:41]([CH3:45])[CH:42]=[CH:43][CH:44]=2)[N:32]=1)([CH3:38])([CH3:36])[CH3:37] |f:4.5|. Procedure details: Compound 137 (50 mg, 0.16 mmol), (5-tert-butyl-2-m-tolyl-2H-pyrazol-3-yl)-carbamic acid 2,2,2-trichloro-ethyl ester (80 mg, 0.20 mmol), and DIEA (0.08 mL, 0.49 mmol) were suspended in DMSO (2 mL), and stirred overnight at 60° C. The reaction solution was diluted with H2O/EtOAc, and filtered through an Extrelut column. The column was washed with EtOAc, and the filtrate was concentrated. The crude product was purified via Biotage eluting with a gradient of 25 to 100% EtOAc in hexanes to provide 23... The reactants are C(C)(C)(C1=CC=CC=C1)OOC(C)(C)C (t-butyl cumyl peroxide), 3,3-dimethyl-2-methylhydroperoxybutene-1, O(O)C(C)(CCC(C)(C)OO)C (2,5-di(hydroperoxy)-2,5-dimethylhexane), C(C1=CC=CC=C1)OO (benzylhydroperoxide), C1(=CC=CC=C1)C(OO)C1=CC=CC=C1 (diphenylhydroperoxymethane), di(cumylperoxide), C(C)(C)(CC)OO (t-amyl hydroperoxide), O(O)C(C)(CCCCC(C)(C)OO)C (2,7-di(hydroperoxy)-2,7-dimethyloctane). The product is C(C1=CC=CC=C1)(=O)OOC(C1=CC=CC=C1)=O (benzoyl peroxide). As a reaction SMILES: [C:1]([O:10]OC(C)(C)C)([C:4]1[CH:9]=[CH:8][CH:7]=[CH:6][CH:5]=1)(C)C.C([O:21]O)(CC)(C)C.O(C(C)(CCC(OO)(C)C)C)O.O([C:37]([CH3:48])([CH2:39][CH2:40][CH2:41][CH2:42][C:43]([O:46][OH:47])(C)C)C)O.C1(C(C2C=CC=CC=2)OO)C=CC=CC=1.C(OO)C1C=CC=CC=1>>[C:1]([O:47][O:46][C:43](=[O:21])[C:42]1[CH:48]=[CH:37][CH:39]=[CH:40][CH:41]=1)(=[O:10])[C:4]1[CH:9]=[CH:8][CH:7]=[CH:6][CH:5]=1. Procedure details: t-butyl cumyl peroxide; di(cumylperoxide); t-amyl hydroperoxide, 2,5-di(hydroperoxy)-2,5-dimethylhexane, 3,3-dimethyl-2-methylhydroperoxybutene-1;2,7-di(hydroperoxy)-2,7-dimethyloctane, diphenylhydroperoxymethane; benzylhydroperoxide; The reactants are C(C)OCC (diethyl ether), NC1=CC(=C(OC2=CC(=NC=N2)NC(N(C2CCN(CC2)C)C)=O)C=C1)F (3-[6-(4-Amino-2-fluorophenoxy)pyrimidin-4-yl}-1-methyl-1-(1-methylpiperidin-4-yl)urea), C1(=CC=CC=C1)CC(=O)N=C=S (Phenylacetyl isothiocyanate), CC1(C2CCC1(C(=O)C2)CS(=O)(=O)O)C (D-10-camphorsulfonic acid). Solvent: CCCCCC (hexane), C(C)O (ethanol). Reaction conditions: time 5 minute. Yields the product FC1=C(OC2=CC(=NC=N2)NC(N(C2CCN(CC2)C)C)=O)C=CC(=C1)NC(=S)NC(CC1=CC=CC=C1)=O (3-{6-[2-Fluoro-4-(3-phenylacetylthioureido)phenoxy]pyrimidin-4-yl}-1-methyl-1-(1-methylpiperidin-4-yl)urea). Yield: 16.8%. RXN SMILES: [NH2:1][C:2]1[CH:26]=[CH:25][C:5]([O:6][C:7]2[N:12]=[CH:11][N:10]=[C:9]([NH:13][C:14](=[O:24])[N:15]([CH3:23])[CH:16]3[CH2:21][CH2:20][N:19]([CH3:22])[CH2:18][CH2:17]3)[CH:8]=2)=[C:4]([F:27])[CH:3]=1.CC1(C)C2(CS(O)(=O)=O)C(CC1CC2)=O.[C:43]1([CH2:49][C:50]([N:52]=[C:53]=[S:54])=[O:51])[CH:48]=[CH:47][CH:46]=[CH:45][CH:44]=1.C(OCC)C>C(O)C.CCCCCC>[F:27][C:4]1[CH:3]=[C:2]([NH:1][C:53]([NH:52][C:50](=[O:51])[CH2:49][C:43]2[CH:44]=[CH:45][CH:46]=[CH:47][CH:48]=2)=[S:54])[CH:26]=[CH:25][C:5]=1[O:6][C:7]1[N:12]=[CH:11][N:10]=[C:9]([NH:13][C:14](=[O:24])[N:15]([CH3:23])[CH:16]2[CH2:21][CH2:20][N:19]([CH3:22])[CH2:18][CH2:17]2)[CH:8]=1. Procedure details: 3-[6-(4-Amino-2-fluorophenoxy)pyrimidin-4-yl}-1-methyl-1-(1-methylpiperidin-4-yl)urea (50 mg) was dissolved in ethanol (1 ml), and then D-10-camphorsulfonic acid (62.3 mg) was added thereto, followed by stirring for 5 min. Phenylacetyl isothiocyanate (toluene solution, 0.355 M, 0.565 ml) was added thereto, followed by stirring further for 1 hr. The reaction mixture was partitioned between ethyl acetate (30 ml) and a saturated aqueous solution of sodium hydrogencarbonate (20 ml). The organic laye... Reactants: CCO, CCCN(CC1CC1)c1cc(C(=O)Nc2ccc3[nH]nc(CCC(=O)OC)c3c2)ncn1, Cl, [Na+], [OH-]. The product is CCCN(CC1CC1)c1cc(C(=O)Nc2ccc3[nH]nc(CCC(=O)O)c3c2)ncn1. Reaction SMILES: [CH3:36][CH2:37][OH:38].[CH:1]1([CH2:4][N:5]([c:6]2[cH:7][c:8]([C:12](=[O:13])[NH:14][c:15]3[cH:16][c:17]4[c:18]([CH2:24][CH2:25][C:26](=[O:27])[O:28][CH3:29])[n:19][nH:20][c:21]4[cH:22][cH:23]3)[n:9][cH:10][n:11]2)[CH2:30][CH2:31][CH3:32])[CH2:2][CH2:3]1.[ClH:35].[Na+:34].[OH-:33]>>[CH:1]1([CH2:4][N:5]([c:6]2[cH:7][c:8]([C:12](=[O:13])[NH:14][c:15]3[cH:16][c:17]4[c:18]([CH2:24][CH2:25][C:26](=[O:27])[OH:28])[n:19][nH:20][c:21]4[cH:22][cH:23]3)[n:9][cH:10][n:11]2)[CH2:30][CH2:31][CH3:32])[CH2:2][CH2:3]1. Reaction SMILES: [C:14](=[O:15])([O-:16])[O-:17].[CH2:1]([CH3:2])[O:3][C:4]([c:5]1[cH:6][c:7]([Cl:12])[n:8][c:9]([CH3:11])[cH:10]1)=[O:13].[CH3:20][CH:21]([CH3:22])[NH2:23].[Cs+:18].[Cs+:19].[O:24]1[CH2:25][CH2:26][O:27][CH2:28][CH2:29]1>>[CH2:1]([CH3:2])[O:3][C:4]([c:5]1[cH:6][c:7]([NH:23][CH:21]([CH3:20])[CH3:22])[n:8][c:9]([CH3:11])[cH:10]1)=[O:13]. Yields the product CCOC(=O)c1cc(C)nc(NC(C)C)c1. Reactants: O=C([O-])[O-], CCOC(=O)c1cc(C)nc(Cl)c1, CC(C)N, [Cs+], [Cs+], C1COCCO1. Run in C(C)OCC (diethyl ether). Product: ClC1=CC(=C(C=C1OC(C)C)NC(NC(=C(C(=O)OCC)C)CC)=O)F (ethyl 3-[3-(4-chloro-2-fluoro-5-isopropoxyphenyl)ureido]-2-methyl-2-pentenoate). As a reaction SMILES: [Cl:1][C:2]1[C:7]([O:8][CH:9]([CH3:11])[CH3:10])=[CH:6][C:5]([N:12]=[C:13]=[O:14])=[C:4]([F:15])[CH:3]=1.[NH2:16][C:17]([CH2:25][CH3:26])=[C:18]([CH3:24])[C:19]([O:21][CH2:22][CH3:23])=[O:20]>C(OCC)C>[Cl:1][C:2]1[C:7]([O:8][CH:9]([CH3:10])[CH3:11])=[CH:6][C:5]([NH:12][C:13](=[O:14])[NH:16][C:17]([CH2:25][CH3:26])=[C:18]([CH3:24])[C:19]([O:21][CH2:22][CH3:23])=[O:20])=[C:4]([F:15])[CH:3]=1. Reported procedure: using 4-chloro-2-fluoro-5-isopropoxyphenyl isocyanate in diethyl ether with ethyl 3-amino-2-methyl-2-pentenoate there is obtained ethyl 3-[3-(4-chloro-2-fluoro-5-isopropoxyphenyl)ureido]-2-methyl-2-pentenoate, m.p. 104°-106° C., and from this intermediate with sodium hydride in dimethylformamide there is obtained 6-ethyl-3-(4-chloro-2-fluoro-5-isopropoxyphenyl)-5 -methyl-2,4(1H,3H)-pyrimidinedione, m.p. 196°-198° C.: The reactants are ClC1=CC(=C(C=C1OC(C)C)N=C=O)F (4-chloro-2-fluoro-5-isopropoxyphenyl isocyanate), NC(=C(C(=O)OCC)C)CC (ethyl 3-amino-2-methyl-2-pentenoate). Starting materials: C1=C(C=CC2=CC=CC=C12)C(=O)CCCCCCC(=O)O (7-(2-Naphthoyl)heptanoic acid), NC1=C(CN)C=CC=C1 (2-aminobenzylamine), C1(=C(C=CC=C1)N)N (1,2-phenylenediamine). Product: NC1=C(CNC(CCCCCCC(=O)C2=CC=C(C=C2)C2=CC=CC=C2)=O)C=CC=C1 (N-(2-Aminobenzyl)-7-[(4-biphenyl)carbonyl]heptanamide). Yield: 32.0%. As a reaction SMILES: [CH:1]1[C:10]2[C:5](=[CH:6][CH:7]=[CH:8][CH:9]=2)[CH:4]=[CH:3][C:2]=1[C:11]([CH2:13][CH2:14][CH2:15][CH2:16][CH2:17][CH2:18][C:19]([OH:21])=O)=[O:12].[NH2:22][C:23]1[CH:30]=[CH:29][CH:28]=[CH:27][C:24]=1[CH2:25][NH2:26].[C:31]1(N)C=CC=C[C:32]=1N>>[NH2:22][C:23]1[CH:30]=[CH:29][CH:28]=[CH:27][C:24]=1[CH2:25][NH:26][C:19](=[O:21])[CH2:18][CH2:17][CH2:16][CH2:15][CH2:14][CH2:13][C:11]([C:2]1[CH:1]=[CH:10][C:5]([C:6]2[CH:7]=[CH:8][CH:9]=[CH:32][CH:31]=2)=[CH:4][CH:3]=1)=[O:12]. Procedure: Following the procedure described in Example 22, but substituting carboxylic acid 50h for carboxylic acid 50g and 2-aminobenzylamine for 1,2-phenylenediamine respectively, the title compound 75 was obtained in 32% yield. 1H NMR (300 MHz, CDCl3): δ 8.02 (d, J=8.4 Hz, 2H), 7.71-7.61 (m, 4H), 7.37-7.51 (m, 3H), 7.12-7.01 (m, 2H), 6.70-6.62 (m, 2H), 5.76 (br s, 1H), 4.38 (d, J=6.3 Hz, 2H), 2.97 (t, J=7.5 Hz, 2H), 2.19 (t, J=7.5 Hz, 2H), 1.80-1.58 (m, 4H), 1.45-1.32 (m, 4H). The reactants are C(C1=CC=C(C=C1)OC)(=O)CCCCCCC(=O)O (7-(p-Anisoyl)heptanoic acid), NO.Cl (NH2OH.HCl). Run in C(C)N(CC)CC (triethylamine). Yields the product ONC(CCCCCCC(C1=CC=C(C=C1)OC)=O)=O (N-hydroxy-7-(p-anisoyl)heptanamide). The yield is 48.0%. RXN SMILES: [C:1]([CH2:11][CH2:12][CH2:13][CH2:14][CH2:15][CH2:16][C:17]([OH:19])=O)(=[O:10])[C:2]1[CH:7]=[CH:6][C:5]([O:8][CH3:9])=[CH:4][CH:3]=1.[NH2:20][OH:21].Cl>C(N(CC)CC)C>[OH:21][NH:20][C:17](=[O:19])[CH2:16][CH2:15][CH2:14][CH2:13][CH2:12][CH2:11][C:1](=[O:10])[C:2]1[CH:7]=[CH:6][C:5]([O:8][CH3:9])=[CH:4][CH:3]=1 |f:1.2|. Procedure details: Following the procedure described in Example 14, step 3, but substituting carboxylic acid 50b for 37 and using 1.1 equivalent of NH2OH.HCl and triethylamine each, the title compound was obtained as light yellow solid in 48% yield: 1H NMR (300 MHz, CD3OD/CDCl3=5/1) δ 7.94 (d, J=9.0 Hz, 2H), 6.95 (d, J=9.0 Hz, 2H), 3.88 (s, 3H), 2.93 (t, J=7.2 Hz, 2H), 2.11 (t, J=7.5 Hz, 2H), 1.59-1.79(m, 4H), 1.37 (m, 4H); 13C NMR (75.4 MHz, CD3OD/CDCl3=5/1) δ 24.15, 25.04, 28.59(2), 32.51, 37.88, 55.21, 113.54, ... Starting materials: O=C([O-])O, CC(=O)OC(C)=O, ClC(Cl)Cl, [Na+], O=C(NCCO)c1cscn1, O=[N+]([O-])O. Product: O=C(NCCO[N+](=O)[O-])c1cscn1. Reaction SMILES: [C:23](=[O:24])([OH:25])[O-:26].[CH3:5][C:6]([O:7][C:8](=[O:9])[CH3:10])=[O:11].[CH:28]([Cl:29])([Cl:30])[Cl:31].[Na+:27].[OH:12][CH2:13][CH2:14][NH:15][C:16](=[O:17])[c:18]1[n:19][cH:20][s:21][cH:22]1.[OH:1][N+:2]([O-:3])=[O:4]>>[O-:1][N+:2]([O:3][CH2:13][CH2:14][NH:15][C:16](=[O:17])[c:18]1[n:19][cH:20][s:21][cH:22]1)=[O:4].